This data is from the Open Reaction Database (ORD), a public repository of structured organic reaction records. The task is: describe an organic reaction: reactants, conditions, products, and yield Starting materials: C(C)(C)(C)OC(=O)N1[C@@H](C[C@@H](C1)O)C(=O)O ((2S,4S)-1-(tert-butoxycarbonyl)-4-hydroxypyrrolidine-2-carboxylic acid), BrCC1=CC=C(C(=O)OC)C=C1 (methyl 4-(bromomethyl)benzoate), [H-].[Na+] (Sodium hydride), Cl (HCl). Run in CN(C)C=O (DMF), CN(C)C=O (DMF), CN(C)C=O (DMF), C(C)(=O)OCC (ethyl acetate). Conditions: temperature 0 celsius, time 10 minute. The product is C(C)(C)(C)OC(=O)N1[C@@H](C[C@@H](C1)OCC1=CC=C(C=C1)C(=O)OC)C(=O)O ((2S,4S)-1-(tert-Butoxycarbonyl)-4-((4-(methoxycarbonyl)benzyl)oxy)pyrrolidine-2-carboxylic acid). Isolated yield 36.4%. Reaction SMILES: [H-].[Na+].[C:3]([O:7][C:8]([N:10]1[CH2:14][C@@H:13]([OH:15])[CH2:12][C@H:11]1[C:16]([OH:18])=[O:17])=[O:9])([CH3:6])([CH3:5])[CH3:4].Br[CH2:20][C:21]1[CH:30]=[CH:29][C:24]([C:25]([O:27][CH3:28])=[O:26])=[CH:23][CH:22]=1.Cl>CN(C=O)C.C(OCC)(=O)C>[C:3]([O:7][C:8]([N:10]1[CH2:14][C@@H:13]([O:15][CH2:20][C:21]2[CH:22]=[CH:23][C:24]([C:25]([O:27][CH3:28])=[O:26])=[CH:29][CH:30]=2)[CH2:12][C@H:11]1[C:16]([OH:18])=[O:17])=[O:9])([CH3:6])([CH3:4])[CH3:5] |f:0.1|. Reported procedure: Sodium hydride (0.97 g, 24 mmol) was suspended in DMF (15 mL) under nitrogen at 0° C. A solution of (2S,4S)-1-(tert-butoxycarbonyl)-4-hydroxypyrrolidine-2-carboxylic acid (2.0 g, 8.7 mmol) in DMF (20 mL) was added dropwise. The reaction mixture was stirred at 0° C. for 10 min and treated with a solution of methyl 4-(bromomethyl)benzoate (2.3 g, 10 mmol) in DMF (5 mL). The reaction mixture was stirred at 0° C. for 1 h, and mixed with ethyl acetate and 1N HCl solution. The EtOAc layer was separate... Reactants: ice, BrC1=CC(=C(N)C=C1)F (4-bromo-2-fluoroaniline), C(C(C)(C)C)(=O)Cl (Pivaloyl chloride). The solvent is N1=CC=CC=C1 (pyridine). Reaction conditions: time 30 minute. Yields the product BrC1=CC(=C(C=C1)NC(C(C)(C)C)=O)F (N-(4-bromo-2-fluorophenyl)-2,2-dimethylpropanamide). Yield: 86.7%. As a reaction SMILES: [C:1](Cl)(=[O:6])[C:2]([CH3:5])([CH3:4])[CH3:3].[Br:8][C:9]1[CH:15]=[CH:14][C:12]([NH2:13])=[C:11]([F:16])[CH:10]=1>N1C=CC=CC=1>[Br:8][C:9]1[CH:15]=[CH:14][C:12]([NH:13][C:1](=[O:6])[C:2]([CH3:5])([CH3:4])[CH3:3])=[C:11]([F:16])[CH:10]=1. Reported procedure: Pivaloyl chloride (72 mL, 580 mmol) was added slowly (caution—exothermic reaction) to an ice cold solution of 4-bromo-2-fluoroaniline (100 g, 526 mmol) in pyridine (200 mL). After the addition, the ice bath was removed and the hot reaction mixture was stirred at room temperature for 30 minutes. The mixture was poured into cold water (500 mL) and the precipitated product was collected by filtration and washed with 1N HCl. The solid was dissolved in EtOAc (1 L), dried over MgSO4, filtered, and con... Starting materials: C(C)OC(=O)C=1C(N(C2=NC(=CC=C2C1Cl)C)CC)=O (1-ethyl-1,2-dihydro-4-chloro-7-methyl-2-oxo-1,8-naphthyridine-3-carboxylic acid ethyl ester), N1CCCC1 (pyrrolidine), C([O-])([O-])=O.[Na+].[Na+] (sodium carbonate). Solvent: C(C)O (ethanol). Yields the product C(C)OC(=O)C=1C(N(C2=NC(=CC=C2C1N1CCCC1)C)CC)=O (1-Ethyl-1,2-Dihydro-7-Methyl-2-Oxo-4-(1-Pyrrolidinyl)-1,8-Naphthridine-3-Carboxylic Acid Ethyl Ester). As a reaction SMILES: [CH2:1]([O:3][C:4]([C:6]1[C:7](=[O:20])[N:8]([CH2:18][CH3:19])[C:9]2[C:14]([C:15]=1Cl)=[CH:13][CH:12]=[C:11]([CH3:17])[N:10]=2)=[O:5])[CH3:2].[NH:21]1[CH2:25][CH2:24][CH2:23][CH2:22]1.C(=O)([O-])[O-].[Na+].[Na+]>C(O)C>[CH2:1]([O:3][C:4]([C:6]1[C:7](=[O:20])[N:8]([CH2:18][CH3:19])[C:9]2[C:14]([C:15]=1[N:21]1[CH2:25][CH2:24][CH2:23][CH2:22]1)=[CH:13][CH:12]=[C:11]([CH3:17])[N:10]=2)=[O:5])[CH3:2] |f:2.3.4|. Procedure details: A stirred mixture of 5.9 g. (0.02 mole) of 1-ethyl-1,2-dihydro-4-chloro-7-methyl-2-oxo-1,8-naphthyridine-3-carboxylic acid ethyl ester, 1.4 g. (0.02 mole) of pyrrolidine and 2.12 g. (0.02 mole) of sodium carbonate was heated under reflux in 50 ml. of ethanol for 3 hours. The mixture was filtered and the filtrate was diluted with water to the cloudy point. The precipitate which formed was collected, air dried and was recrystallized from heptane to give 3.3 g. of the title compound, m.p. 113°-115°... Reactants: C1COCCN1, COc1cc2ncnc(Nc3cccc(Cl)c3F)c2cc1OCC1CCCN1C(=O)CCl, [I-], [K+]. Product: COc1cc2ncnc(Nc3cccc(Cl)c3F)c2cc1OCC1CCCN1C(=O)CN1CCOCC1. Reaction SMILES: [CH2:35]1[CH2:36][O:37][CH2:38][CH2:39][NH:40]1.[Cl:1][c:2]1[c:3]([F:32])[c:4]([NH:5][c:6]2[n:7][cH:8][n:9][c:10]3[cH:11][c:12]([O:27][CH3:28])[c:13]([O:16][CH2:17][CH:18]4[N:19]([C:23]([CH2:24][Cl:25])=[O:26])[CH2:20][CH2:21][CH2:22]4)[cH:14][c:15]23)[cH:29][cH:30][cH:31]1.[I-:34].[K+:33]>>[Cl:1][c:2]1[c:3]([F:32])[c:4]([NH:5][c:6]2[n:7][cH:8][n:9][c:10]3[cH:11][c:12]([O:27][CH3:28])[c:13]([O:16][CH2:17][CH:18]4[N:19]([C:23]([CH2:24][N:40]5[CH2:35][CH2:36][O:37][CH2:38][CH2:39]5)=[O:26])[CH2:20][CH2:21][CH2:22]4)[cH:14][c:15]23)[cH:29][cH:30][cH:31]1. Reactants: C(C)(=O)O[C@H]1[C@@H](O[C@@H]([C@H]1OC(C)=O)COC(C)=O)N1C=NC=2C(N[C@@H]3[C@H](CCC3)O)=NC=NC12 (2',3',5'-tri-O-acetyl-N-[(1S,trans)-2-hydroxycyclopentyl]adenosine), C(C)(C)(C)N (t-butylamine). The yield is 60.0%. The solvent is CO (methanol). Product: O[C@@H]1[C@H](CCC1)NC=1C=2N=CN([C@H]3[C@H](O)[C@H](O)[C@@H](CO)O3)C2N=CN1 (N-[(1S,trans)-2-Hydroxycyclopentyl]adenosine). Reported procedure: A solution of 2',3',5'-tri-O-acetyl-N-[(1S,trans)-2-hydroxycyclopentyl]adenosine (0.34 g) in methanol (7 ml) containing t-butylamine (3 ml) was allowed to stand at 23° for 16 h. The solution was evaporated to dryness and residual t-butylamine was removed azeotropically with methanol to leave a glass. Crystallisation of a sample of this glass (0.19 g) from a mixture of methanol and ethyl acetate (1:20) gave the title compound (0.15 g), m.p. 160°-163°. Its chromatographic behaviour resembled that ... Reaction conditions: time 16 hour. Reaction SMILES: C([O:4][C@@H:5]1[C@H:9]([O:10]C(=O)C)[C@@H:8]([CH2:14][O:15]C(=O)C)[O:7][C@H:6]1[N:19]1[C:34]2[N:33]=[CH:32][N:31]=[C:23]([NH:24][C@H:25]3[CH2:29][CH2:28][CH2:27][C@@H:26]3[OH:30])[C:22]=2[N:21]=[CH:20]1)(=O)C.C(N)(C)(C)C>CO>[OH:30][C@H:26]1[CH2:27][CH2:28][CH2:29][C@@H:25]1[NH:24][C:23]1[C:22]2[N:21]=[CH:20][N:19]([C:34]=2[N:33]=[CH:32][N:31]=1)[C@@H:6]1[O:7][C@H:8]([CH2:14][OH:15])[C@@H:9]([OH:10])[C@H:5]1[OH:4]. Starting materials: [Si](C)(C)(C(C)(C)C)OCCCN1C(NCC1)=O (1-[3-(tert-Butyldimethylsilanyloxy)propyl]imidazolidin-2-one), [H-].[Na+] (NaH), COC(CCBr)OC (3-bromopropionaldehyde dimethyl acetal). Run in CC(=O)N(C)C (DMA), CC(=O)N(C)C (DMA), C(Cl)Cl (DCM). Conditions: time 1 hour. Yields the product [Si](C)(C)(C(C)(C)C)OCCCN1C(N(CC1)CCC(OC)OC)=O (1-[3-(tert-Butyldimethylsilanyloxy)propyl]-3-(3,3-dimethoxypropyl)imidazolidin-2-one). Yield: 100.7%. As a reaction SMILES: [Si:1]([O:8][CH2:9][CH2:10][CH2:11][N:12]1[CH2:16][CH2:15][NH:14][C:13]1=[O:17])([C:4]([CH3:7])([CH3:6])[CH3:5])([CH3:3])[CH3:2].[H-].[Na+].[CH3:20][O:21][CH:22]([O:26][CH3:27])[CH2:23][CH2:24]Br>CC(N(C)C)=O.C(Cl)Cl>[Si:1]([O:8][CH2:9][CH2:10][CH2:11][N:12]1[CH2:16][CH2:15][N:14]([CH2:24][CH2:23][CH:22]([O:26][CH3:27])[O:21][CH3:20])[C:13]1=[O:17])([C:4]([CH3:7])([CH3:5])[CH3:6])([CH3:3])[CH3:2] |f:1.2|. Procedure details: 1-[3-(tert-Butyldimethylsilanyloxy)propyl]imidazolidin-2-one (17.65 g, 68.30 mmol; prepared as described in Preparation 1) was slowly added to a suspension of NaH (8.20 g, 204.9 mmol, 3.0 eq, 40% mineral oil) in DMA (400 mL). Deprotonation was monitored with a bubbler, and bubbling was ceased after one hour of stirring at room temperature. A solution of 3-bromopropionaldehyde dimethyl acetal (25.0 g, 136.6 mmol, 2.0 eq) in DMA (100 mL) was slowly added to the reaction mixture over a period of 2 ... Reactants: CN(C)C=O, Clc1ccc(I)cc1Cl, Cl, [Cu]I, [K+], [K+], [K+], CC(N)C(=O)O, O, O=P([O-])([O-])[O-], Oc1ccccc1C=NNc1ccccc1. Yields the product CC(Nc1ccc(Cl)c(Cl)c1)C(=O)O. RXN SMILES: [CH3:41][N:42]([CH3:43])[CH:44]=[O:45].[Cl:1][c:2]1[cH:3][c:4]([I:9])[cH:5][cH:6][c:7]1[Cl:8].[ClH:40].[Cu:47][I:48].[K+:37].[K+:38].[K+:39].[NH2:10][CH:11]([CH3:12])[C:13](=[O:14])[OH:15].[OH2:46].[P:32]([O-:33])([O-:34])([O-:35])=[O:36].[c:16]1([NH:17][N:18]=[CH:19][c:20]2[cH:21][cH:22][cH:23][cH:24][c:25]2[OH:26])[cH:27][cH:28][cH:29][cH:30][cH:31]1>>[Cl:1][c:2]1[cH:3][c:4]([NH:10][CH:11]([CH3:12])[C:13](=[O:14])[OH:15])[cH:5][cH:6][c:7]1[Cl:8]. Starting materials: NC1=CC=NC=C1 (4-aminopyridine), N1=CC=CC=C1 (pyridine), C1=CC=CC=2C(C3=C(CCC21)C=CC=C3)C(=O)Cl (10,11-dihydro-5H-dibenzo[a,d]cyclohepten-5-ylcarbonyl chloride). Solvent: C1(=CC=CC=C1)C (toluene), O (water), C1(=CC=CC=C1)C (toluene). Run at time 4 hour. The product is C1=CC=CC=2C(C3=C(CCC21)C=CC=C3)CNC3=CC=NC=C3 (N-[(10,11-dihydro-5H-dibenzo[a,d]-cyclohepten-5-yl)methyl]-4-pyridinamine). The yield is 109.4%. Reaction SMILES: [NH2:1][C:2]1[CH:7]=[CH:6][N:5]=[CH:4][CH:3]=1.N1C=CC=CC=1.[CH:14]1[C:24]2[CH2:23][CH2:22][C:21]3[CH:25]=[CH:26][CH:27]=[CH:28][C:20]=3[CH:19]([C:29](Cl)=O)[C:18]=2[CH:17]=[CH:16][CH:15]=1>C1(C)C=CC=CC=1.O>[CH:14]1[C:24]2[CH2:23][CH2:22][C:21]3[CH:25]=[CH:26][CH:27]=[CH:28][C:20]=3[CH:19]([CH2:29][NH:1][C:2]3[CH:7]=[CH:6][N:5]=[CH:4][CH:3]=3)[C:18]=2[CH:17]=[CH:16][CH:15]=1. Reported procedure: A solution of 4.7 grams (50 milliliters) of 4-aminopyridine in 50 c.c. of dry pyridine was treated dropwise at room temperature with a solution of 6.6 grams of 10,11-dihydro-5H-dibenzo[a,d]cyclohepten-5-ylcarbonyl chloride (M. A. Davis, Stanley O. Winthrop, J. Steward, F. A. Sunahara, and F. Herr, J. Medicin. Chem. 1963, 6, 251-5) in 50 c.c. of toluene. After the exothermic reaction subsided the mixture was stirred at room temperature for 4 hours and was then poured into 30 c.c. of water. 100 mi... Starting materials: CC(=O)O[BH-](OC(C)=O)OC(C)=O, O=Cc1ccccc1, [Na+], CN(C)C=O, O=C(Nc1nc2c(C(=O)Nc3ncc[nH]3)cccc2[nH]1)c1ccc2c(c1)CCNC2. Yields the product O=C(Nc1nc2c(C(=O)Nc3ncc[nH]3)cccc2[nH]1)c1ccc2c(c1)CCN(Cc1ccccc1)C2. As a reaction SMILES: [C:39]([O:40][BH-:41]([O:42][C:43](=[O:44])[CH3:45])[O:46][C:47](=[O:48])[CH3:49])(=[O:50])[CH3:51].[CH:31](=[O:32])[c:33]1[cH:34][cH:35][cH:36][cH:37][cH:38]1.[Na+:52].[O:53]=[CH:54][N:55]([CH3:56])[CH3:57].[nH:1]1[c:2]([NH:6][C:7](=[O:8])[c:9]2[cH:10][cH:11][cH:12][c:13]3[nH:14][c:15]([NH:18][C:19](=[O:20])[c:21]4[cH:22][c:23]5[c:28]([cH:29][cH:30]4)[CH2:27][NH:26][CH2:25][CH2:24]5)[n:16][c:17]23)[n:3][cH:4][cH:5]1>>[n:1]1[c:2]([NH:6][C:7](=[O:8])[c:9]2[cH:10][cH:11][cH:12][c:13]3[nH:14][c:15]([NH:18][C:19](=[O:20])[c:21]4[cH:22][c:23]5[c:28]([cH:29][cH:30]4)[CH2:27][N:26]([CH2:31][c:33]4[cH:34][cH:35][cH:36][cH:37][cH:38]4)[CH2:25][CH2:24]5)[n:16][c:17]23)[nH:3][cH:4][cH:5]1. Starting materials: COCCOC, O=C(C=Cc1ccccc1)C=Cc1ccccc1, CN(C)c1ccccc1-c1ccccc1P(C1CCCCC1)C1CCCCC1, O=C(C=Cc1ccccc1)C=Cc1ccccc1, O=C(C=Cc1ccccc1)C=Cc1ccccc1, CC(C)(C)OC(=O)C=Cc1cc2ncc(C#N)c(Cl)c2s1, COc1cc(N)c(Cl)cc1Cl, [K+], [K+], [K+], O=P([O-])([O-])[O-], [Pd], [Pd]. Product: COc1cc(Nc2c(C#N)cnc3cc(C=CC(=O)OC(C)(C)C)sc23)c(Cl)cc1Cl. Reaction SMILES: [CH3:69][O:70][CH2:71][CH2:72][O:73][CH3:74].[CH:113](=[CH:114][C:115]([CH:116]=[CH:117][c:118]1[cH:119][cH:120][cH:121][cH:122][cH:123]1)=[O:124])[c:125]1[cH:126][cH:127][cH:128][cH:129][cH:130]1.[CH:41]1([P:42]([CH:43]2[CH2:44][CH2:45][CH2:46][CH2:47][CH2:48]2)[c:49]2[cH:50][cH:51][cH:52][cH:53][c:54]2-[c:55]2[cH:56][cH:57][cH:58][cH:59][c:60]2[N:61]([CH3:62])[CH3:63])[CH2:64][CH2:65][CH2:66][CH2:67][CH2:68]1.[CH:77](=[CH:78][C:79]([CH:80]=[CH:81][c:82]1[cH:83][cH:84][cH:85][cH:86][cH:87]1)=[O:88])[c:89]1[cH:90][cH:91][cH:92][cH:93][cH:94]1.[CH:95](=[CH:96][C:97]([CH:98]=[CH:99][c:100]1[cH:101][cH:102][cH:103][cH:104][cH:105]1)=[O:106])[c:107]1[cH:108][cH:109][cH:110][cH:111][cH:112]1.[Cl:1][c:2]1[c:3]2[c:4]([n:5][cH:6][c:7]1[C:8]#[N:9])[cH:10][c:11]([CH:13]=[CH:14][C:15](=[O:16])[O:17][C:18]([CH3:19])([CH3:20])[CH3:21])[s:12]2.[Cl:22][c:23]1[c:24]([NH2:25])[cH:26][c:27]([O:31][CH3:32])[c:28]([Cl:30])[cH:29]1.[K+:38].[K+:39].[K+:40].[P:33]([O-:34])([O-:35])([O-:36])=[O:37].[Pd:75].[Pd:76]>>[c:2]1([NH:25][c:24]2[c:23]([Cl:22])[cH:29][c:28]([Cl:30])[c:27]([O:31][CH3:32])[cH:26]2)[c:3]2[c:4]([n:5][cH:6][c:7]1[C:8]#[N:9])[cH:10][c:11]([CH:13]=[CH:14][C:15](=[O:16])[O:17][C:18]([CH3:19])([CH3:20])[CH3:21])[s:12]2.